This data is from the Open Reaction Database (ORD), a public repository of structured organic reaction records. The task is: describe an organic reaction: reactants, conditions, products, and yield Starting materials: BrC1=CC=C(C=C1)C1=NSC2=C1C=CC(=C2)OCCCBr (3-(4-Bromo-phenyl)-6-(3-bromo-propoxy)-benzo[d]isothiazole), CN1CCNCC1 (1-Methyl-piperazine). Yields the product BrC1=CC=C(C=C1)C1=NSC2=C1C=CC(=C2)OCCCN2CCN(CC2)C (3-(4-Bromo-phenyl)-6-[3-(4-methyl-piperazin-1-yl)-propoxy]-benzo[d]isothiazole). As a reaction SMILES: [Br:1][C:2]1[CH:7]=[CH:6][C:5]([C:8]2[C:12]3[CH:13]=[CH:14][C:15]([O:17][CH2:18][CH2:19][CH2:20]Br)=[CH:16][C:11]=3[S:10][N:9]=2)=[CH:4][CH:3]=1.[CH3:22][N:23]1[CH2:28][CH2:27][NH:26][CH2:25][CH2:24]1>>[Br:1][C:2]1[CH:7]=[CH:6][C:5]([C:8]2[C:12]3[CH:13]=[CH:14][C:15]([O:17][CH2:18][CH2:19][CH2:20][N:26]4[CH2:27][CH2:28][N:23]([CH3:22])[CH2:24][CH2:25]4)=[CH:16][C:11]=3[S:10][N:9]=2)=[CH:4][CH:3]=1. Procedure details: In analogy to example 3.1, 3-(4-Bromo-phenyl)-6-(3-bromo-propoxy)-benzo[d]isothiazole and 1-Methyl-piperazine were converted to yield 3-(4-Bromo-phenyl)-6-[3-(4-methyl-piperazin-1-yl)-propoxy]-benzo[d]isothiazole as colorless oil, MS: 446 (MH+, 1Br). Starting materials: C(C)C=1OC2=C(C1C1=CC=CC=C1)C=CC=C2C(CN(CC)CC)O (2-ethyl-3-phenyl-7-(2-diethylamino-1-hydroxyethyl)benzofuran), C(C)[SiH](CC)CC (triethylsilane), FC(C(=O)O)(F)F (trifluoroacetic acid), C(C)[SiH](CC)CC (triethylsilane), FC(C(=O)O)(F)F (trifluoroacetic acid), C([O-])([O-])=O.[K+].[K+] (Potassium carbonate). Solvent: C(C)OCC (ethyl ether). Run at time 2 hour. Product: C(C)C=1OC2=C(C1C1=CC=CC=C1)C=CC=C2CCN(CC)CC (2-ethyl-3-phenyl-7-(2-(diethylamino)ethyl)benzofuran). The yield is 47.0%. RXN SMILES: [CH2:1]([C:3]1[O:4][C:5]2[C:17]([CH:18](O)[CH2:19][N:20]([CH2:23][CH3:24])[CH2:21][CH3:22])=[CH:16][CH:15]=[CH:14][C:6]=2[C:7]=1[C:8]1[CH:13]=[CH:12][CH:11]=[CH:10][CH:9]=1)[CH3:2].C([SiH](CC)CC)C.FC(F)(F)C(O)=O.C(=O)([O-])[O-].[K+].[K+]>C(OCC)C>[CH2:1]([C:3]1[O:4][C:5]2[C:17]([CH2:18][CH2:19][N:20]([CH2:21][CH3:22])[CH2:23][CH3:24])=[CH:16][CH:15]=[CH:14][C:6]=2[C:7]=1[C:8]1[CH:13]=[CH:12][CH:11]=[CH:10][CH:9]=1)[CH3:2] |f:3.4.5|. Procedure details: 180 mg (0.53 mmol) of 2-ethyl-3-phenyl-7-(2-diethylamino-1-hydroxyethyl)benzofuran, 1 ml of triethylsilane and 1 ml of trifluoroacetic acid are introduced into a 25 ml three-necked flask equipped with a reflux condenser. The mixture is stirred for 2 hours at room temperature and then 2 ml of triethylsilane and 1 ml of trifluoroacetic acid are added. The mixture is heated at 70° C. for 48 hours. Potassium carbonate and ethyl ether (30 ml) are added and the mixture is filtered. The filtrate is con... Starting materials: O=C([O-])[O-], COC(=O)NC(Cc1ccc(O)cc1)C(=O)OCc1ccccc1, CI, CN(C)C=O, ClCCl, [K+], [K+]. The product is COC(=O)NC(Cc1ccc(OC)cc1)C(=O)OCc1ccccc1. As a reaction SMILES: [C:27](=[O:28])([O-:29])[O-:30].[CH2:1]([c:2]1[cH:3][cH:4][cH:5][cH:6][cH:7]1)[O:8][C:9]([CH:10]([NH:11][C:12](=[O:13])[O:14][CH3:15])[CH2:16][c:17]1[cH:18][cH:19][c:20]([OH:23])[cH:21][cH:22]1)=[O:24].[CH3:25][I:26].[CH3:33][N:34]([CH3:35])[CH:36]=[O:37].[Cl:38][CH2:39][Cl:40].[K+:31].[K+:32]>>[CH2:1]([c:2]1[cH:3][cH:4][cH:5][cH:6][cH:7]1)[O:8][C:9]([CH:10]([NH:11][C:12](=[O:13])[O:14][CH3:15])[CH2:16][c:17]1[cH:18][cH:19][c:20]([O:23][CH3:27])[cH:21][cH:22]1)=[O:24]. Starting materials: Cl, CC(C)COP(C)(=O)CC(O)CN. Product: CP(=O)(O)CC(O)CN. RXN SMILES: [ClH:14].[NH2:1][CH2:2][CH:3]([CH2:4][P:5]([O:6][CH2:7][CH:8]([CH3:9])[CH3:10])(=[O:11])[CH3:12])[OH:13]>>[NH2:1][CH2:2][CH:3]([CH2:4][P:5](=[O:6])([OH:11])[CH3:12])[OH:13]. Starting materials: OC1=C(CN(C2=CC=CC=C12)C1=CC=CC=C1)C(=O)NC1=NC=CC=C1 (1,2-dihydro-4-hydroxy-1-phenyl-N-(2-pyridyl)-3-quinolinecarboxamide). Reagents/catalysts: [O-2].[O-2].[Mn+4] (manganese dioxide). Run in C1=CC=CC=C1 (benzene). Conditions: time 30 minute. Yields the product O=C1C(=CN(C2=CC=CC=C12)C1=CC=CC=C1)C(=O)NC1=NC=CC=C1 (1,4-dihydro-4-oxo-1-phenyl-N-(2-pyridyl)-3-quinolinecarboxamide). The yield is 91.8%. Reaction SMILES: [OH:1][C:2]1[C:11]2[C:6](=[CH:7][CH:8]=[CH:9][CH:10]=2)[N:5]([C:12]2[CH:17]=[CH:16][CH:15]=[CH:14][CH:13]=2)[CH2:4][C:3]=1[C:18]([NH:20][C:21]1[CH:26]=[CH:25][CH:24]=[CH:23][N:22]=1)=[O:19]>C1C=CC=CC=1.[O-2].[O-2].[Mn+4]>[O:1]=[C:2]1[C:11]2[C:6](=[CH:7][CH:8]=[CH:9][CH:10]=2)[N:5]([C:12]2[CH:17]=[CH:16][CH:15]=[CH:14][CH:13]=2)[CH:4]=[C:3]1[C:18]([NH:20][C:21]1[CH:26]=[CH:25][CH:24]=[CH:23][N:22]=1)=[O:19] |f:2.3.4|. Procedure: A solution of 2.4 g of 1,2-dihydro-4-hydroxy-1-phenyl-N-(2-pyridyl)-3-quinolinecarboxamide in 150 ml of benzene was treated with 8.4 g of activated manganese dioxide. The slurry was stirred at room temperature for 30 minutes, filtered, and evaporated. Recrystallization of the residue from dichloromethane-diethyl ether afforded 2.19 g (92%) of 1,4-dihydro-4-oxo-1-phenyl-N-(2-pyridyl)-3-quinolinecarboxamide, m.p. 238°-240° C.